From a dataset of the Open Reaction Database (ORD), a public repository of structured organic reaction records. describe an organic reaction: reactants, conditions, products, and yield Reactants: NC=1C=C2CCCC2=CC1 (5-aminoindane), BrCCCCC(=O)OCC (ethyl 5-bromovalerate), C(C)N(C(C)C)C(C)C (ethyl diisopropylamine). Run in C(C)OCC (diethyl ether). Yields the product C1CCC2=CC(=CC=C12)NCCCCC(=O)OCC (ethyl 5-(indan-5-ylamino)valerate). Yield: 31.8%. RXN SMILES: [NH2:1][C:2]1[CH:3]=[C:4]2[C:8](=[CH:9][CH:10]=1)[CH2:7][CH2:6][CH2:5]2.Br[CH2:12][CH2:13][CH2:14][CH2:15][C:16]([O:18][CH2:19][CH3:20])=[O:17].C(N(C(C)C)C(C)C)C>C(OCC)C>[CH2:7]1[C:8]2[C:4](=[CH:3][C:2]([NH:1][CH2:12][CH2:13][CH2:14][CH2:15][C:16]([O:18][CH2:19][CH3:20])=[O:17])=[CH:10][CH:9]=2)[CH2:5][CH2:6]1. Reported procedure: 13.3 g of 5-aminoindane, 23.0 g of ethyl 5-bromovalerate and 14.2 g of ethyl diisopropylamine are stirred together for 12 hours at 50°. After addition of diethyl ether thereto, the resulting precipitate is filtered off, the solvent is removed, and all volatile components are distilled off from the residue at 50° under a pressure of 10-2 mm Hg. The residue (which is left) is recrystallized from petrol ether to obtain 8.3 g (55.7% of theory) of ethyl 5-(indan-5-ylamino)valerate, MP 61° to 63°. Reactants: CC(C)(C)OC(=O)C(Cc1ccc(OCCCC(=O)NC2=NCCCN2)cc1)Nc1nc2cc(Br)cc(F)c2o1, Cc1ccccc1, ClCCl, O=C(O)C(F)(F)F. Yields the product O=C(CCCOc1ccc(CC(Nc2nc3cc(Br)cc(F)c3o2)C(=O)O)cc1)NC1=NCCCN1. RXN SMILES: [Br:8][c:9]1[cH:10][c:11]([F:47])[c:12]2[c:13]([n:14][c:15]([NH:17][CH:18]([CH2:19][c:20]3[cH:21][cH:22][c:23]([O:26][CH2:27][CH2:28][CH2:29][C:30]([NH:31][C:32]4=[N:37][CH2:36][CH2:35][CH2:34][NH:33]4)=[O:38])[cH:24][cH:25]3)[C:39](=[O:40])[O:41][C:42]([CH3:43])([CH3:44])[CH3:45])[o:16]2)[cH:46]1.[CH3:48][c:49]1[cH:50][cH:51][cH:52][cH:53][cH:54]1.[Cl:55][CH2:56][Cl:57].[OH:1][C:2]([C:3]([F:4])([F:5])[F:6])=[O:7]>>[Br:8][c:9]1[cH:10][c:11]([F:47])[c:12]2[c:13]([n:14][c:15]([NH:17][CH:18]([CH2:19][c:20]3[cH:21][cH:22][c:23]([O:26][CH2:27][CH2:28][CH2:29][C:30]([NH:31][C:32]4=[N:37][CH2:36][CH2:35][CH2:34][NH:33]4)=[O:38])[cH:24][cH:25]3)[C:39](=[O:40])[OH:41])[o:16]2)[cH:46]1. Starting materials: Cl (HCl), ClC1=CC=C(C=C1)CC/C(=C/C(=O)OCC)/C1=CC=CC=C1 ((Z)-ethyl 5-(4-chlorophenyl)-3-phenylpent-2-enoate), [OH-].[Na+] (NaOH), O (water). Solvent: CCO (EtOH). The product is ClC1=CC=C(C=C1)CC/C(=C/C(=O)O)/C1=CC=CC=C1 ((Z)-5-(4-chlorophenyl)-3-phenylpent-2-enoic acid). Yield: 73.5%. As a reaction SMILES: [Cl:1][C:2]1[CH:7]=[CH:6][C:5]([CH2:8][CH2:9]/[C:10](/[C:17]2[CH:22]=[CH:21][CH:20]=[CH:19][CH:18]=2)=[CH:11]/[C:12]([O:14]CC)=[O:13])=[CH:4][CH:3]=1.[OH-].[Na+].O.Cl>CCO>[Cl:1][C:2]1[CH:3]=[CH:4][C:5]([CH2:8][CH2:9]/[C:10](/[C:17]2[CH:18]=[CH:19][CH:20]=[CH:21][CH:22]=2)=[CH:11]/[C:12]([OH:14])=[O:13])=[CH:6][CH:7]=1 |f:1.2|. Procedure details: A solution of (Z)-ethyl 5-(4-chlorophenyl)-3-phenylpent-2-enoate (139 mg) and 4M NaOH (1.1 ml) in EtOH (10 ml) was stirred at rt for 4 h. The mixture was poured into water (30 ml), acidified to pH 2 with 10% HCl and extracted with ethyl acetate (3×20 ml). The combined organic layers were washed with brine (20 ml), dried (MgSO4) and evaporated to afford a crude, which was purified by crystallisation from hexane/ethylacetate to afford (Z)-5-(4-chlorophenyl)-3-phenylpent-2-enoic acid (93 mg) as col...